Dataset: the Open Reaction Database (ORD), a public repository of structured organic reaction records. Task: describe an organic reaction: reactants, conditions, products, and yield The reactants are COC(=Cc1ccc(OCCc2nc(-c3ccccc3)oc2C)c2ccsc12)C(=O)O, CO, ClCCl, [H][H], CC(N)c1ccccc1. The product is COC(Cc1ccc(OCCc2nc(-c3ccccc3)oc2C)c2ccsc12)C(=O)O. Reaction SMILES: [CH3:1][O:2][C:3]([C:4](=[O:5])[OH:6])=[CH:7][c:8]1[cH:9][cH:10][c:11]([O:17][CH2:18][CH2:19][c:20]2[n:21][c:22](-[c:26]3[cH:27][cH:28][cH:29][cH:30][cH:31]3)[o:23][c:24]2[CH3:25])[c:12]2[c:13]1[s:14][cH:15][cH:16]2.[CH3:32][OH:33].[Cl:45][CH2:46][Cl:47].[H:43][H:44].[c:34]1([CH:35]([NH2:36])[CH3:37])[cH:38][cH:39][cH:40][cH:41][cH:42]1>>[CH3:1][O:2][CH:3]([C:4](=[O:5])[OH:6])[CH2:7][c:8]1[cH:9][cH:10][c:11]([O:17][CH2:18][CH2:19][c:20]2[n:21][c:22](-[c:26]3[cH:27][cH:28][cH:29][cH:30][cH:31]3)[o:23][c:24]2[CH3:25])[c:12]2[c:13]1[s:14][cH:15][cH:16]2. The reactants are BrC1=CC2=C(NC(=N2)COC2=CC=C(C=C2)C(F)(F)F)C=C1 (5-bromo-2-(4-trifluoromethyl-phenoxymethyl)-1H-benzoimidazole), CS(=O)(=O)C1=C(C=CC=C1)B(O)O ((2-methylsulfonylphenyl)boronic acid), C([O-])([O-])=O.[Na+].[Na+] (sodium carbonate), 1,1′-[bis(di-tert-butylphosphino)ferrocene] palladium dichloride. The reagents and catalysts are [Br-].C(CCC)[N+](CCCC)(CCCC)CCCC (tetrabutylammonium bromide). Run in COCCOC (DME), O (H2O). Reaction conditions: temperature 90 celsius. Product: CS(=O)(=O)C1=C(C=CC=C1)C1=CC2=C(NC(=N2)COC2=CC=C(C=C2)C(F)(F)F)C=C1 (5-(2-methanesulfonyl-phenyl)-2-(4-trifluoromethyl-phenoxymethyl)-1H-benzoimidazole). Reaction SMILES: Br[C:2]1[CH:22]=[CH:21][C:5]2[NH:6][C:7]([CH2:9][O:10][C:11]3[CH:16]=[CH:15][C:14]([C:17]([F:20])([F:19])[F:18])=[CH:13][CH:12]=3)=[N:8][C:4]=2[CH:3]=1.[CH3:23][S:24]([C:27]1[CH:32]=[CH:31][CH:30]=[CH:29][C:28]=1B(O)O)(=[O:26])=[O:25].C(=O)([O-])[O-].[Na+].[Na+]>[Br-].C([N+](CCCC)(CCCC)CCCC)CCC.COCCOC.O>[CH3:23][S:24]([C:27]1[CH:32]=[CH:31][CH:30]=[CH:29][C:28]=1[C:2]1[CH:22]=[CH:21][C:5]2[NH:6][C:7]([CH2:9][O:10][C:11]3[CH:16]=[CH:15][C:14]([C:17]([F:20])([F:19])[F:18])=[CH:13][CH:12]=3)=[N:8][C:4]=2[CH:3]=1)(=[O:26])=[O:25] |f:2.3.4,5.6|. Reported procedure: A mixture of 5-bromo-2-(4-trifluoromethyl-phenoxymethyl)-1H-benzoimidazole (0.100 g, 0.269 mmol), (2-methylsulfonylphenyl)boronic acid (0.081 g, 0.404 mmol), sodium carbonate (0.228 g, 2.16 mmol), tetrabutylammonium bromide (0.087 g, 0.269 mmol) and 1,1′-[bis(di-tert-butylphosphino)ferrocene]-palladium dichloride (0.035 g, 0.0538 mmol) in DME (2 mL) and H2O (0.5 mL) was heated at 90° C. for 12 hours. The reaction mixture was concentrated under reduced pressure to provide a residue, which was pur...